Dataset: the Open Reaction Database (ORD), a public repository of structured organic reaction records. Task: describe an organic reaction: reactants, conditions, products, and yield Starting materials: C([O-])([O-])=O.[Na+].[Na+] (sodium carbonate), C(CC)I (propyl iodide), Cl.CN1C=CC2=C(C=CC=C12)C1(CNCCC1)O (3-(1-methyl-1H-indol-4-yl)-3-piperidinol hydrochloride). The solvent is CN(C=O)C (dimethylformamide), O (water). Conditions: time 20 hour. Yields the product C(CC)N1CC(CCC1)(O)C1=C2C=CN(C2=CC=C1)C (1-propyl-3-(1-methyl-1H-indol-4-yl)-3-piperidinol). RXN SMILES: C(=O)([O-])[O-].[Na+].[Na+].[CH2:7](I)[CH2:8][CH3:9].Cl.[CH3:12][N:13]1[C:21]2[C:16](=[C:17]([C:22]3([OH:28])[CH2:27][CH2:26][CH2:25][NH:24][CH2:23]3)[CH:18]=[CH:19][CH:20]=2)[CH:15]=[CH:14]1>CN(C)C=O.O>[CH2:7]([N:24]1[CH2:25][CH2:26][CH2:27][C:22]([C:17]2[CH:18]=[CH:19][CH:20]=[C:21]3[C:16]=2[CH:15]=[CH:14][N:13]3[CH3:12])([OH:28])[CH2:23]1)[CH2:8][CH3:9] |f:0.1.2,4.5|. Procedure details: 14.5 g of sodium carbonate and 6 ml of propyl iodide were added to a mixture of 12 g of 3-(1-methyl-1H-indol-4-yl)-3-piperidinol hydrochloride in 240 ml of dimethylformamide and the mixture was stirred for 20 hours and then was diluted with water. The mixture was extracted with ethyl acetate and the organic phase was washed with aqueous sodium chloride solution, dried and evaporated to dryness under reduced pressure. The 11 g of residue were chromtographed over silica gel and eluted with a 9-1 c... Reactants: [Al+3], C1CCOC1, [H-], [H-], [H-], [H-], [Li+], CCOC(=O)C1C2CC3CC1CN(C3)C2, [Na+], [OH-], O. The product is OCC1C2CC3CC1CN(C3)C2. RXN SMILES: [Al+3:2].[CH2:25]1[O:26][CH2:27][CH2:28][CH2:29]1.[H-:1].[H-:4].[H-:5].[H-:6].[Li+:3].[N:7]12[CH2:8][CH:9]3[CH:10]([C:17](=[O:18])[O:19][CH2:20][CH3:21])[CH:11]([CH2:12][CH:13]([CH2:14]1)[CH2:15]3)[CH2:16]2.[Na+:24].[OH-:23].[OH2:22]>>[N:7]12[CH2:8][CH:9]3[CH:10]([CH2:17][OH:18])[CH:11]([CH2:12][CH:13]([CH2:14]1)[CH2:15]3)[CH2:16]2. The reactants are CCOC(C)=O, COC(=O)C1(C)C=CC(=O)CC1, [H][H]. Product: COC(=O)C1(C)CCC(=O)CC1. As a reaction SMILES: [CH3:15][CH2:16][O:17][C:18](=[O:19])[CH3:20].[CH3:1][C:2]1([C:9](=[O:10])[O:11][CH3:12])[CH:3]=[CH:4][C:5](=[O:8])[CH2:6][CH2:7]1.[H:13][H:14]>>[CH3:1][C:2]1([C:9](=[O:10])[O:11][CH3:12])[CH2:3][CH2:4][C:5](=[O:8])[CH2:6][CH2:7]1. Reactants: CCO, CC(C)Oc1cc(NC2CCN(C(=O)OC(C)(C)C)CC2)c([N+](=O)[O-])cc1Cl, NN, O. Product: CC(C)Oc1cc(NC2CCN(C(=O)OC(C)(C)C)CC2)c(N)cc1Cl. RXN SMILES: [CH3:32][CH2:33][OH:34].[Cl:1][c:2]1[cH:3][c:4]([N+:26]([O-:27])=[O:28])[c:5]([NH:12][CH:13]2[CH2:14][CH2:15][N:16]([C:19](=[O:20])[O:21][C:22]([CH3:23])([CH3:24])[CH3:25])[CH2:17][CH2:18]2)[cH:6][c:7]1[O:8][CH:9]([CH3:10])[CH3:11].[NH2:30][NH2:31].[OH2:29]>>[Cl:1][c:2]1[cH:3][c:4]([NH2:26])[c:5]([NH:12][CH:13]2[CH2:14][CH2:15][N:16]([C:19](=[O:20])[O:21][C:22]([CH3:23])([CH3:24])[CH3:25])[CH2:17][CH2:18]2)[cH:6][c:7]1[O:8][CH:9]([CH3:10])[CH3:11]. Starting materials: O=C(O)COc1ccc([N+](=O)[O-])cc1, O=S(Cl)Cl. Yields the product O=C(Cl)COc1ccc([N+](=O)[O-])cc1. As a reaction SMILES: [N+:1](=[O:2])([O-:3])[c:4]1[cH:5][cH:6][c:7]([O:8][CH2:9][C:10](=[O:11])[OH:12])[cH:13][cH:14]1.[S:15]([Cl:16])([Cl:17])=[O:18]>>[N+:1](=[O:2])([O-:3])[c:4]1[cH:5][cH:6][c:7]([O:8][CH2:9][C:10](=[O:11])[Cl:17])[cH:13][cH:14]1. Reactants: O[C@@H]1COCC1 ((S)-3-hydroxytetrahydrofuran), Cl.N[C@H]([C@@H](CN(S(=O)(=O)C1=CC=C(C=C1)[N+](=O)[O-])CC(C)C)O)CC1=CC=CC=C1 ((2R,3S)-N-(3-amino-2-hydroxy-4-phenylbutyl)-N-isobutyl-4-nitrobenzene sulphonamide hydrochloride), C(C)O (ethanol). Yields the product C(C1=CC=CC=C1)[C@@H]([C@@H](CN(S(=O)(=O)C1=CC=C(C=C1)[N+](=O)[O-])CC(C)C)O)NC(O[C@@H]1COCC1)=O ((3S)-tetrahydro-3-furyl N-[(1S,2R)-1-benzyl-2-hydroxy-3-(N-isobutyl-4-nitrobenzene sulphonamido)propyl]carbamate). The yield is 82.0%. RXN SMILES: [OH:1][C@H:2]1[CH2:6][CH2:5][O:4][CH2:3]1.Cl.[NH2:8][C@@H:9]([CH2:30][C:31]1[CH:36]=[CH:35][CH:34]=[CH:33][CH:32]=1)[C@H:10]([OH:29])[CH2:11][N:12]([CH2:25][CH:26]([CH3:28])[CH3:27])[S:13]([C:16]1[CH:21]=[CH:20][C:19]([N+:22]([O-:24])=[O:23])=[CH:18][CH:17]=1)(=[O:15])=[O:14].[CH2:37]([OH:39])C>>[CH2:30]([C@H:9]([NH:8][C:37](=[O:39])[O:1][C@H:2]1[CH2:6][CH2:5][O:4][CH2:3]1)[C@H:10]([OH:29])[CH2:11][N:12]([CH2:25][CH:26]([CH3:27])[CH3:28])[S:13]([C:16]1[CH:17]=[CH:18][C:19]([N+:22]([O-:24])=[O:23])=[CH:20][CH:21]=1)(=[O:14])=[O:15])[C:31]1[CH:32]=[CH:33][CH:34]=[CH:35][CH:36]=1 |f:1.2|. Procedure details: 1,1′-carbonyidiimidazole (27.66 kg, 170.58 mol) was added to ethyl acetate (314.3 kg) with stirring to give 3-(S)-tetrahydrofuryl imidazole-1-carboxylate. (S)-3-hydroxytetrahydrofuran (157 kg, 178.19 mol) was added over 30 minutes, washed in with ethyl acetate (9.95 kg), then the mixture was stirred for a further hour. (2R,3S)-N-(3-amino-2-hydroxy-4-phenylbutyl)-N-isobutyl-4-nitrobenzene sulphonamide hydrochloride (65.08 kg, 142.10 mol) was added and the mixture heated to reflux for approximatel...